Dataset: the Open Reaction Database (ORD), a public repository of structured organic reaction records. Task: describe an organic reaction: reactants, conditions, products, and yield Yields the product C(=O)C1=CC=2SC(=CC2S1)C1=CC=C(N1CCCCCC)C1=CC=2SC(=CC2S1)C=O (5-[5-(5-Formylthieno[3,2-b]thiophen-2-yl)-1-hexylpyrrol-2-yl]thieno[3,2-b]thiophene-2-carbaldehyde). Procedure details: To a solution of 1-hexyl-2,5-bis(thieno[3,2-b]thiophen-5-yl)pyrrole (74) in dichloromethane is added a solution of phosphorus oxychloride and DMF in DCM. The reaction mixture is refluxed for 16 h, then sat. sodium hydrogencarbonate solution is added and the mixture is stirred at room temperature for 2 h. After phase separation, the organic phase is dried over sodium sulfate. After the solvents have been distilled off, the residue is recrystallized from toluene to obtain the product. The reactants are C(O)([O-])=O.[Na+] (sodium hydrogencarbonate), C(CCCCC)N1C(=CC=C1C1=CC=2SC=CC2S1)C1=CC=2SC=CC2S1 (1-Hexyl-2,5-bis(thieno[3,2-b]thiophen-5-yl)pyrrole), P(=O)(Cl)(Cl)Cl (phosphorus oxychloride), CN(C)C=O (DMF). Run at time 2 hour. Run in ClCCl (dichloromethane), C(Cl)Cl (DCM). As a reaction SMILES: [CH2:1]([N:7]1[C:11]([C:12]2[S:19][C:18]3[CH:17]=[CH:16][S:15][C:14]=3[CH:13]=2)=[CH:10][CH:9]=[C:8]1[C:20]1[S:27][C:26]2[CH:25]=[CH:24][S:23][C:22]=2[CH:21]=1)[CH2:2][CH2:3][CH2:4][CH2:5][CH3:6].P(Cl)(Cl)(Cl)=O.CN([CH:36]=[O:37])C.[C:38](=O)([O-])[OH:39].[Na+]>ClCCl>[CH:38]([C:24]1[S:23][C:22]2[CH:21]=[C:20]([C:8]3[N:7]([CH2:1][CH2:2][CH2:3][CH2:4][CH2:5][CH3:6])[C:11]([C:12]4[S:19][C:18]5[CH:17]=[C:16]([CH:36]=[O:37])[S:15][C:14]=5[CH:13]=4)=[CH:10][CH:9]=3)[S:27][C:26]=2[CH:25]=1)=[O:39] |f:3.4|.